From a dataset of the Open Reaction Database (ORD), a public repository of structured organic reaction records. describe an organic reaction: reactants, conditions, products, and yield Reactants: FC(CC=O)(F)F (3,3,3-trifluoropropanal), C(#N)[BH3-].[Na+] (sodium cyanoborohydride), N1CC(C1)OC1=C(C=C(C=C1)N1C(C2=C(C=C1)N=C(S2)C2=CC=C(C=C2)Cl)=O)OC (5-[4-(azetidin-3-yloxy)-3-methoxy-phenyl]-2-(4-chloro-phenyl)-5H-thiazolo[5,4-c]pyridin-4-one), C(=O)(O)[O-].[Na+] (NaHCO3), C(C)(=O)O (acetic acid), Cl.CCOCC (HCl Et2O). The solvent is C(Cl)(Cl)Cl (CHCl3), CO (MeOH). Run at time 8 hour. The product is Cl.ClC1=CC=C(C=C1)C=1SC=2C(N(C=CC2N1)C1=CC(=C(C=C1)OC1CN(C1)CCC(F)(F)F)OC)=O (2-(4-Chloro-phenyl)-5-{3-methoxy-4-[1-(3,3,3-trifluoro-propyl)-azetidin-3-yloxy]-phenyl}-5H-thiazolo[5,4-c]pyridin-4-one, hydrochloride salt). Yield: 14.5%. As a reaction SMILES: [F:1][C:2]([F:7])([F:6])[CH2:3][CH:4]=O.[NH:8]1[CH2:11][CH:10]([O:12][C:13]2[CH:18]=[CH:17][C:16]([N:19]3[CH:24]=[CH:23][C:22]4[N:25]=[C:26]([C:28]5[CH:33]=[CH:32][C:31]([Cl:34])=[CH:30][CH:29]=5)[S:27][C:21]=4[C:20]3=[O:35])=[CH:15][C:14]=2[O:36][CH3:37])[CH2:9]1.C(O)(=O)C.C([BH3-])#N.[Na+].C([O-])(O)=O.[Na+].Cl.CCOCC>CO.C(Cl)(Cl)Cl>[ClH:34].[Cl:34][C:31]1[CH:32]=[CH:33][C:28]([C:26]2[S:27][C:21]3[C:20](=[O:35])[N:19]([C:16]4[CH:17]=[CH:18][C:13]([O:12][CH:10]5[CH2:9][N:8]([CH2:4][CH2:3][C:2]([F:7])([F:6])[F:1])[CH2:11]5)=[C:14]([O:36][CH3:37])[CH:15]=4)[CH:24]=[CH:23][C:22]=3[N:25]=2)=[CH:29][CH:30]=1 |f:3.4,5.6,7.8,11.12|. Procedure: Add 3,3,3-trifluoropropanal (120 mg, 1.06 mmol) to a suspension of 5-[4-(azetidin-3-yloxy)-3-methoxy-phenyl]-2-(4-chloro-phenyl)-5H-thiazolo[5,4-c]pyridin-4-one (390 mg, 0.89 mmol) in MeOH (2.96 mL). Add acetic acid (0.254 mL, 4.43 mmol) and stir vigorously. Add sodium cyanoborohydride (146.6 mg, 2.22 mmol). Stir overnight at room temperature. Add saturated NaHCO3 (10 mL) and stir for 30 min. Extract the mixture with CH2Cl2 (2×10 mL). Combine the organic layer and wash with water (5 mL). Dry, fi... Starting materials: ice, OC(C(=O)OC)=CC(=O)C1=CC(=C(C=C1)Cl)Cl (Methyl 2-hydroxy-4-(3',4'-dichlorophenyl)-4-oxo-2-butenoate), [OH-].[Na+] (sodium hydroxide). Solvent: C(C)O (ethanol). Yields the product OC(C(=O)O)=CC(=O)C1=CC(=C(C=C1)Cl)Cl (2-Hydroxy-4-(3',4'-dichlorophenyl)-4-oxo-2-butenoic acid). Isolated yield 89.9%. Reaction SMILES: [OH:1][C:2](=[CH:7][C:8]([C:10]1[CH:15]=[CH:14][C:13]([Cl:16])=[C:12]([Cl:17])[CH:11]=1)=[O:9])[C:3]([O:5]C)=[O:4].[OH-].[Na+]>C(O)C>[OH:1][C:2](=[CH:7][C:8]([C:10]1[CH:15]=[CH:14][C:13]([Cl:16])=[C:12]([Cl:17])[CH:11]=1)=[O:9])[C:3]([OH:5])=[O:4] |f:1.2|. Procedure: To an ice cooled solution of Methyl 2-hydroxy-4-(3',4'-dichlorophenyl)-4-oxo-2-butenoate (1 g, 3.6 mmol) in 95% ethanol (120 mL), 1N sodium hydroxide (7.2 mL, 7.2 mmol) were added on stirring, the resulting mixture was stirred at 0° C. for 2 hours and at room temperature for further 3 hours. The most of solvent was removed under reduced pressure and the residue taken up with 2 N HCl, the resulting suspension was stirred for 5 minutes and then filtered. The solid was washed with water, dried and ... The reactants are ClCCCl, CN1CC(=O)Nc2ncc(C=CC(=O)O)cc2C1, CNCc1ccc2c(ccn2C)c1, CCOCC, CCN(C(C)C)C(C)C, Cl, Cl, Cl, CN(C)C=O, O, On1nnc2ccccc21. The product is CN1CC(=O)Nc2ncc(C=CC(=O)N(C)Cc3ccc4c(ccn4C)c3)cc2C1. RXN SMILES: [CH2:53]([Cl:54])[CH2:55][Cl:56].[CH3:16][N:17]1[CH2:18][C:19](=[O:33])[NH:20][c:21]2[c:22]([cH:24][c:25]([CH:28]=[CH:29][C:30](=[O:31])[OH:32])[cH:26][n:27]2)[CH2:23]1.[CH3:1][NH:2][CH2:3][c:4]1[cH:5][c:6]2[cH:7][cH:8][n:9]([CH3:13])[c:10]2[cH:11][cH:12]1.[CH3:63][CH2:64][O:65][CH2:66][CH3:67].[CH:44]([N:45]([CH:46]([CH3:47])[CH3:48])[CH2:49][CH3:50])([CH3:51])[CH3:52].[ClH:14].[ClH:15].[ClH:57].[O:58]=[CH:59][N:60]([CH3:61])[CH3:62].[OH2:68].[OH:34][n:35]1[c:36]2[c:37]([cH:38][cH:39][cH:40][cH:41]2)[n:42][n:43]1>>[CH3:1][N:2]([CH2:3][c:4]1[cH:5][c:6]2[cH:7][cH:8][n:9]([CH3:13])[c:10]2[cH:11][cH:12]1)[C:30]([CH:29]=[CH:28][c:25]1[cH:24][c:22]2[c:21]([n:27][cH:26]1)[NH:20][C:19](=[O:33])[CH2:18][N:17]([CH3:16])[CH2:23]2)=[O:31]. Procedure details: Dibromoisocyanuric acid (2.19 g) was added to a mixture of methyl 2′,4′-difluoro-3-isopropoxybiphenyl-4-carboxylate (3.90 g) and DMF (40 mL), and the resultant mixture was stirred at room temperature for 3 hours. Water was added to the reaction mixture, followed by extraction with ethyl acetate. The obtained organic layer was washed with saturated saline and dried over anhydrous magnesium sulfate, and then, the solvent was distilled off under reduced pressure. The obtained residue was purified b... Yields the product BrC1=C(C=C(C(=C1)C(=O)OC)OC(C)C)C1=C(C=C(C=C1)F)F (Methyl 2-bromo-2′,4′-difluoro-5-isopropoxybiphenyl-4-carboxylate). As a reaction SMILES: [Br:1]N1C(=O)NC(=O)N(Br)C1=O.[F:12][C:13]1[CH:18]=[C:17]([F:19])[CH:16]=[CH:15][C:14]=1[C:20]1[CH:25]=[CH:24][C:23]([C:26]([O:28][CH3:29])=[O:27])=[C:22]([O:30][CH:31]([CH3:33])[CH3:32])[CH:21]=1.CN(C=O)C>O>[Br:1][C:25]1[CH:24]=[C:23]([C:26]([O:28][CH3:29])=[O:27])[C:22]([O:30][CH:31]([CH3:33])[CH3:32])=[CH:21][C:20]=1[C:14]1[CH:15]=[CH:16][C:17]([F:19])=[CH:18][C:13]=1[F:12]. Solvent: O (Water). Reactants: BrN1C(N(C(NC1=O)=O)Br)=O (Dibromoisocyanuric acid), FC1=C(C=CC(=C1)F)C1=CC(=C(C=C1)C(=O)OC)OC(C)C (methyl 2′,4′-difluoro-3-isopropoxybiphenyl-4-carboxylate), CN(C)C=O (DMF), resultant mixture. Yield: 166.6%. Procedure details: 13.4 g of propyl iodide and 11 g of potassium carbonate are added to 1.5 g of the compound of Example 2 dissolved in 10 ml of acetonitrile. Starting materials: C(CC)I (propyl iodide), C([O-])([O-])=O.[K+].[K+] (potassium carbonate), Cl.NC1CCC2=CC3=C(OCC3)C=C2C1 (7-Amino-2,3,5,6,7,8-hexahydronaphtho[2,3-b]furan hydrochloride), C(C)#N (acetonitrile). Reaction SMILES: [CH2:1](I)[CH2:2][CH3:3].[C:5](=O)([O-])[O-].[K+].[K+].Cl.[NH2:12][CH:13]1[CH2:25][C:24]2[C:16](=[CH:17][C:18]3[CH2:22][CH2:21][O:20][C:19]=3[CH:23]=2)[CH2:15][CH2:14]1.[C:26](#N)[CH3:27]>>[CH2:1]([N:12]([CH:13]1[CH2:25][C:24]2[C:16](=[CH:17][C:18]3[CH2:22][CH2:21][O:20][C:19]=3[CH:23]=2)[CH2:15][CH2:14]1)[CH2:5][CH2:26][CH3:27])[CH2:2][CH3:3] |f:1.2.3,4.5|. The product is C(CC)N(CCC)C1CCC2=CC3=C(OCC3)C=C2C1 (7-(N,N-Dipropylamino)-2,3,5,6,7,8-hexahydronaphtho-[2,3-b]furan). The reactants are CCCc1nc2c(C)cc(-c3cn(CC(=O)OCC)cn3)cc2n1Cc1ccc(-c2ccccc2C(=O)OC(C)(C)C)cc1, ClCCl, O=C(O)C(F)(F)F. Yields the product CCCc1nc2c(C)cc(-c3cn(CC(=O)OCC)cn3)cc2n1Cc1ccc(-c2ccccc2C(=O)O)cc1. Reaction SMILES: [CH2:1]([CH2:2][CH3:3])[c:4]1[n:5][c:6]2[c:7]([n:8]1[CH2:9][c:10]1[cH:11][cH:12][c:13](-[c:16]3[c:17]([C:22](=[O:23])[O:24][C:25]([CH3:26])([CH3:27])[CH3:28])[cH:18][cH:19][cH:20][cH:21]3)[cH:14][cH:15]1)[cH:29][c:30](-[c:34]1[n:35][cH:36][n:37]([CH2:39][C:40](=[O:41])[O:42][CH2:43][CH3:44])[cH:38]1)[cH:31][c:32]2[CH3:33].[CH2:52]([Cl:53])[Cl:54].[OH:45][C:46]([C:47]([F:48])([F:49])[F:50])=[O:51]>>[CH2:1]([CH2:2][CH3:3])[c:4]1[n:5][c:6]2[c:7]([n:8]1[CH2:9][c:10]1[cH:11][cH:12][c:13](-[c:16]3[c:17]([C:22](=[O:23])[OH:24])[cH:18][cH:19][cH:20][cH:21]3)[cH:14][cH:15]1)[cH:29][c:30](-[c:34]1[n:35][cH:36][n:37]([CH2:39][C:40](=[O:41])[O:42][CH2:43][CH3:44])[cH:38]1)[cH:31][c:32]2[CH3:33].